From a dataset of the Open Reaction Database (ORD), a public repository of structured organic reaction records. describe an organic reaction: reactants, conditions, products, and yield Starting materials: O1C(CCCC1)N1N=C(C2=CC(=CC=C12)C1=NN(C=N1)C(C1=CC=CC=C1)(C1=CC=CC=C1)C1=CC=CC=C1)C=1C=C(C=CC1)N (3-{1-perhydro-2H-pyran-2-yl-5-[1-(triphenylmethyl)(1,2,4-triazol-3-yl)]-1H-indazol-3-yl}phenylamine), [Cl-] (chloride), O (Water). Solvent: N1=CC=CC=C1 (pyridine). Reaction conditions: time 15 hour. Product: N1N=C(N=C1)C=1C=C2C(=NNC2=CC1)C=1C=C(C=CC1)NC(=O)C1=CC=C(C=C1)Cl (N-[3-(5-(1H-1,2,4-Triazol-3-yl)(1H-indazol-3-yl))phenyl](4-chlorophenyl) carboxamide). Isolated yield 62.0%. As a reaction SMILES: O1CCCCC1[N:7]1[C:15]2[C:10](=[CH:11][C:12]([C:16]3[N:20]=[CH:19][N:18](C(C4C=CC=CC=4)(C4C=CC=CC=4)C4C=CC=CC=4)[N:17]=3)=[CH:13][CH:14]=2)[C:9]([C:40]2[CH:41]=[C:42]([NH2:46])[CH:43]=[CH:44][CH:45]=2)=[N:8]1.[Cl-:47].[OH2:48]>N1C=CC=CC=1>[NH:18]1[CH:19]=[N:20][C:16]([C:12]2[CH:11]=[C:10]3[C:15](=[CH:14][CH:13]=2)[NH:7][N:8]=[C:9]3[C:40]2[CH:41]=[C:42]([NH:46][C:9]([C:10]3[CH:15]=[CH:14][C:13]([Cl:47])=[CH:12][CH:11]=3)=[O:48])[CH:43]=[CH:44][CH:45]=2)=[N:17]1. Reported procedure: To a solution of 3-{1-perhydro-2H-pyran-2-yl-5-[1-(triphenylmethyl)(1,2,4-triazol-3-yl)]-1H-indazol-3-yl}phenylamine (0.210 g, 0.35 mmol) in pyridine (2 mL) was added 4-chliorobenzoyl chloride (0.051 mL, 0.40 mmol). The reaction was stirred at room temperature for 15 h. Water (10 mL) was added and the solid collected by suction filtration. The solid was dried in a vacuum oven for 3 h. The residue was dissolved in 4 N hydrochloric acid in 1,4-dioxane (10 mL) and the mixture was stirred at room te... Reactants: C(#CCCCCCCCCCCC)C1=C(C=O)C=CC=C1 (2-(1-tridecynyl)benzaldehyde), C(CC(=O)OCC)(=O)OCC (diethyl malonate). The product is C(#CCCCCCCCCCCC)C1=C(C=CC=C1)C=C(C(=O)OCC)C(=O)OCC (Diethyl 2-[2-(1-tridecynyl)phenyl]methylenepropan-1,3-dioate). As a reaction SMILES: [C:1]([C:14]1[CH:21]=[CH:20][CH:19]=[CH:18][C:15]=1[CH:16]=O)#[C:2][CH2:3][CH2:4][CH2:5][CH2:6][CH2:7][CH2:8][CH2:9][CH2:10][CH2:11][CH2:12][CH3:13].[C:22]([O:30][CH2:31][CH3:32])(=[O:29])[CH2:23][C:24]([O:26][CH2:27][CH3:28])=[O:25]>>[C:1]([C:14]1[CH:21]=[CH:20][CH:19]=[CH:18][C:15]=1[CH:16]=[C:23]([C:24]([O:26][CH2:27][CH3:28])=[O:25])[C:22]([O:30][CH2:31][CH3:32])=[O:29])#[C:2][CH2:3][CH2:4][CH2:5][CH2:6][CH2:7][CH2:8][CH2:9][CH2:10][CH2:11][CH2:12][CH3:13]. Procedure: A solution of 2-(1-tridecynyl)benzaldehyde (6.42, 22.6 mmol from example 3) was condensed with diethyl malonate (3.72 g) as described in example 1 to give 2.00 g (21%, 36% on the basis of unrecovered starting material) of the title compound identical with that prepared in example 6 above. Reactants: C(C)C=1C=C2CCCC(C2=CC1CC)=O (6,7-diethyl-1-tetralone), CC(C)([O-])C.[K+] (potassium t-butoxide), C(C)(C)(C)O (t-butanol). Yields the product C(C)C=1C=C2C(C=C(C(C2=CC1CC)=O)O)=O (6,7-Diethyl-2-hydroxy-1,4-naphthoquinone). The yield is 63.0%. Reaction SMILES: [CH2:1]([C:3]1[CH:4]=[C:5]2[C:10](=[CH:11][C:12]=1[CH2:13][CH3:14])[C:9](=[O:15])CCC2)[CH3:2].C[C:17]([CH3:20])([O-:19])[CH3:18].[K+].C([OH:26])(C)(C)C>>[CH2:13]([C:12]1[CH:11]=[C:18]2[C:5](=[CH:4][C:3]=1[CH2:1][CH3:2])[C:10](=[O:26])[C:9]([OH:15])=[CH:20][C:17]2=[O:19])[CH3:14] |f:1.2|. Procedure details: Autoxidation of 6,7-diethyl-1-tetralone (48g; 0.24 mole ) with potassium t-butoxide in t-butanol as described in example 8(b) afforded 34.60g (63%) of the title compound. Recrystallisation from aqueous ethanol in the presence of charcoal gave a yellow crystalline solid of m.p. 105°-109° C. (Found; C, 70.45; H, 6.10; C14H14O3 1/2H2O requires; C, 70.28; H, 6.32%). Starting materials: [Si](C)(C)(C(C)(C)C)OS(=O)(=O)C(F)(F)F (tert-Butyldimethylsilyltrifluoromethanesulfonate), COC(=O)C1N(C(C=C1C)=O)C(=O)OC(C)(C)C (3-methyl-5-oxo-2,5-dihydro-pyrrole-1,2-dicarboxylic acid 1-tert-butyl ester 2-methyl ester), N1=C(C=CC=C1C)C (2,6-lutidine). The solvent is ClCCl (dichloromethane). Conditions: temperature 23 celsius, time 15 hour. Product: COC(=O)C=1NC(=CC1C)O[Si](C)(C)C(C)(C)C (5-(tert-Butyl-dimethyl-silanyloxy)-3-methyl-1H-pyrrole-2-carboxylic acid methyl ester). Yield: 88.6%. RXN SMILES: [Si:1]([O:8]S(C(F)(F)F)(=O)=O)([C:4]([CH3:7])([CH3:6])[CH3:5])([CH3:3])[CH3:2].[CH3:16][O:17][C:18]([CH:20]1[C:24]([CH3:25])=[CH:23][C:22](=O)[N:21]1C(OC(C)(C)C)=O)=[O:19].N1C(C)=CC=CC=1C>ClCCl>[CH3:16][O:17][C:18]([C:20]1[NH:21][C:22]([O:8][Si:1]([C:4]([CH3:7])([CH3:6])[CH3:5])([CH3:3])[CH3:2])=[CH:23][C:24]=1[CH3:25])=[O:19]. Reported procedure: tert-Butyldimethylsilyltrifluoromethanesulfonate (9.99 ml, 11.49 g, 43.5 mmol, 3.0 equiv) was added to a stirring solution of 3-methyl-5-oxo-2,5-dihydro-pyrrole-1,2-dicarboxylic acid 1-tert-butyl ester 2-methyl ester (3.7 g, 14.5 mmol, 1.0 equiv) and 2,6-lutidine (5.07 ml, 4.66 g, 43.5 mmol, 3.0 equiv) in dichloromethane (100 ml) at 23° C. The mixture was stirred at 23° C. for 15 h, then washed with pH=7 buffer solution (30 ml). The aqueous layer was extracted with two 40 ml portions of dichloro... Starting materials: CCO, N, CCOC(=O)COc1ccc(OCCn2ccnc2)cc1. The product is NC(=O)COc1ccc(OCCn2ccnc2)cc1. As a reaction SMILES: [CH3:23][CH2:24][OH:25].[NH3:22].[n:1]1([CH2:6][CH2:7][O:8][c:9]2[cH:10][cH:11][c:12]([O:13][CH2:14][C:15](=[O:16])[O:17][CH2:18][CH3:19])[cH:20][cH:21]2)[cH:2][n:3][cH:4][cH:5]1>>[n:1]1([CH2:6][CH2:7][O:8][c:9]2[cH:10][cH:11][c:12]([O:13][CH2:14][C:15](=[O:16])[NH2:22])[cH:20][cH:21]2)[cH:2][n:3][cH:4][cH:5]1.